From a dataset of the Open Reaction Database (ORD), a public repository of structured organic reaction records. describe an organic reaction: reactants, conditions, products, and yield The reactants are CC(=O)O, CC(=O)N(CCCCCCOCCc1ccccn1)CC(O)c1cc(Cl)c(N)c(Cl)c1, CCO, [Na+], [OH-]. Product: Nc1c(Cl)cc(C(O)CNCCCCCCOCCc2ccccn2)cc1Cl. As a reaction SMILES: [C:1]([OH:2])(=[O:3])[CH3:4].[C:5](=[O:6])([CH3:7])[N:8]([CH2:9][CH2:10][CH2:11][CH2:12][CH2:13][CH2:14][O:15][CH2:16][CH2:17][c:18]1[n:19][cH:20][cH:21][cH:22][cH:23]1)[CH2:24][CH:25]([OH:26])[c:27]1[cH:28][c:29]([Cl:35])[c:30]([NH2:34])[c:31]([Cl:33])[cH:32]1.[CH3:38][CH2:39][OH:40].[Na+:37].[OH-:36]>>[NH:8]([CH2:9][CH2:10][CH2:11][CH2:12][CH2:13][CH2:14][O:15][CH2:16][CH2:17][c:18]1[n:19][cH:20][cH:21][cH:22][cH:23]1)[CH2:24][CH:25]([OH:26])[c:27]1[cH:28][c:29]([Cl:35])[c:30]([NH2:34])[c:31]([Cl:33])[cH:32]1. Reactants: [Li+].C[Si](C)(C)[N-][Si](C)(C)C (LHMDS), N1C(CC[C@H]1C(=O)OC)=O (methyl(s)-(+)-2 pyrrolidone-5-carboxylate), C(C)(C)(C)OC(C(=[N+]=[N-])C(=O)Cl)=O (chlorocarbonyl-diazo-acetic acid tert-butyl ester). Run in C1CCOC1 (THF), C1CCOC1 (THF). Run at temperature -78 celsius, time 25 minute. Yields the product COC(=O)[C@H]1N(C(CC1)=O)C(C(=[N+]=[N-])C(=O)OC(C)(C)C)=O ((2S)-1-(2-tert-Butoxycarbonyl-2-diazo-acetyl)-5-oxo-pyrrolidine-2-carboxylic acid methyl ester). Yield: 50.6%. RXN SMILES: [NH:1]1[C@H:5]([C:6]([O:8][CH3:9])=[O:7])[CH2:4][CH2:3][C:2]1=[O:10].[Li+].C[Si]([N-][Si](C)(C)C)(C)C.[C:21]([O:25][C:26](=[O:33])[C:27]([C:30](Cl)=[O:31])=[N+:28]=[N-:29])([CH3:24])([CH3:23])[CH3:22]>C1COCC1>[CH3:9][O:8][C:6]([C@@H:5]1[CH2:4][CH2:3][C:2](=[O:10])[N:1]1[C:30](=[O:31])[C:27]([C:26]([O:25][C:21]([CH3:23])([CH3:22])[CH3:24])=[O:33])=[N+:28]=[N-:29])=[O:7] |f:1.2|. Reported procedure: In a flask methyl(s)-(+)-2 pyrrolidone-5-carboxylate (1.0 g, 6.99 mmol) was dissolved in 40 mL THF and cooled to −78° C. LHMDS (8.0 mL, 8.0 mmol) 1.0M in THF was added and the reaction stirred at −78° C. for 25 mins. The chlorocarbonyl-diazo-acetic acid tert-butyl ester (1.7 g, 8.39 mmol, J. Org. Chem. 1994, 59, 1418) was then slowly added and the reaction stirred at −78° C. for 1.5 h, quenched at −78° C. with 5% citric acid and let warm to room temperature. Diluted with EtOAc, seperated, extrac... The reactants are CC1C(C(C2=CC=C(C=C2C1)OC)=O)C1=CC=CC=C1 (3-methyl-6-(methyloxy)-2-phenyl-3,4-dihydro-1(2H)-naphthalenone), C1(=CC=C(C=C1)S(=O)(=O)O)C (p-toluene sulfonic acid), C(#N)C1=C(C(=O)C(=C(C1=O)Cl)Cl)C#N (DDQ). Run in C(C)(=O)OC(C)C (Isopropyl acetate). Product: C(C)(=O)OC1=C(C(=CC2=CC(=CC=C12)OC)C)C1=CC=CC=C1 (3-methyl-6-(methyloxy)-2-phenyl-1-naphthalenyl acetate). Isolated yield 93.6%. Reaction SMILES: [CH3:1][CH:2]1[CH2:11][C:10]2[C:5](=[CH:6][CH:7]=[C:8]([O:12][CH3:13])[CH:9]=2)[C:4](=[O:14])[CH:3]1[C:15]1[CH:20]=[CH:19][CH:18]=[CH:17][CH:16]=1.C1(C)C=CC(S(O)(=O)=O)=CC=1.C(C1C(=O)C(Cl)=C(Cl)[C:36](=[O:37])[C:35]=1C#N)#N>C(OC(C)C)(=O)C>[C:36]([O:14][C:4]1[C:5]2[C:10](=[CH:9][C:8]([O:12][CH3:13])=[CH:7][CH:6]=2)[CH:11]=[C:2]([CH3:1])[C:3]=1[C:15]1[CH:20]=[CH:19][CH:18]=[CH:17][CH:16]=1)(=[O:37])[CH3:35]. Procedure details: A round-bottomed flask was charged with 3-methyl-6-(methyloxy)-2-phenyl-3,4-dihydro-1(2H)-naphthalenone (5) (3.8 g, 14.3 mmol), Isopropyl acetate (70 mL), and p-toluene sulfonic acid (1.4 g, 7.14 mmol). The reaction mixture was refluxed for 16 h under N2. Reaction mixture was cooled to room temperature and DDQ (9.74 g, 43 mmol) was introduced to the reaction mixture and refluxed for an additional 3 h. Reaction mixture was concentrated under reduced pressure to afford the crude product. The produ... The reactants are step-ii, FC1=C(C=CC(=C1)C=1C=C2C(=NC1)N(C=C2C=2C(=NN(C2)CC2=CC(=CC=C2)F)C)S(=O)(=O)C2=CC=C(C)C=C2)C2=CCN(CC2)C(=O)OC(C)(C)C (tert-butyl 4-(2-fluoro-4-(3-(1-(3-fluorobenzyl)-3-methyl-1H-pyrazol-4-yl)-1-tosyl-1H-pyrrolo[2,3-b]pyridin-5-yl)phenyl)-5,6-dihydropyridine-1(2H)-carboxylate). The reagents and catalysts are [OH-].[Pd+2].[OH-] (palladium hydroxide). The solvent is [N+](=O)([O-])C=1C=C(CN2N=CC(=C2)B2OC(C(O2)(C)C)(C)C)C=CC1 (1-(3-nitrobenzyl)-4-(4,4,5,5-tetramethyl-1,3,2-dioxaborolan-2-yl)-1H-pyrazole). Product: FC1=C(C=CC(=C1)C=1C=C2C(=NC1)N(C=C2C=2C(=NN(C2)CC2=CC(=CC=C2)F)C)S(=O)(=O)C2=CC=C(C)C=C2)C2CCN(CC2)C(=O)OC(C)(C)C (tert-butyl 4-(2-fluoro-4-(3-(1-(3-fluorobenzyl)-3-methyl-1H-pyrazol-4-yl)-1-tosyl-1H-pyrrolo[2,3-b]pyridin-5-yl)phenyl)piperidine-1-carboxylate). The yield is 79.7%. Reaction SMILES: [F:1][C:2]1[CH:7]=[C:6]([C:8]2[CH:9]=[C:10]3[C:16]([C:17]4[C:18]([CH3:30])=[N:19][N:20]([CH2:22][C:23]5[CH:28]=[CH:27][CH:26]=[C:25]([F:29])[CH:24]=5)[CH:21]=4)=[CH:15][N:14]([S:31]([C:34]4[CH:40]=[CH:39][C:37]([CH3:38])=[CH:36][CH:35]=4)(=[O:33])=[O:32])[C:11]3=[N:12][CH:13]=2)[CH:5]=[CH:4][C:3]=1[C:41]1[CH2:46][CH2:45][N:44]([C:47]([O:49][C:50]([CH3:53])([CH3:52])[CH3:51])=[O:48])[CH2:43][CH:42]=1>[N+](C1C=C(C=CC=1)CN1C=C(B2OC(C)(C)C(C)(C)O2)C=N1)([O-])=O.[OH-].[Pd+2].[OH-]>[F:1][C:2]1[CH:7]=[C:6]([C:8]2[CH:9]=[C:10]3[C:16]([C:17]4[C:18]([CH3:30])=[N:19][N:20]([CH2:22][C:23]5[CH:28]=[CH:27][CH:26]=[C:25]([F:29])[CH:24]=5)[CH:21]=4)=[CH:15][N:14]([S:31]([C:34]4[CH:40]=[CH:39][C:37]([CH3:38])=[CH:36][CH:35]=4)(=[O:32])=[O:33])[C:11]3=[N:12][CH:13]=2)[CH:5]=[CH:4][C:3]=1[CH:41]1[CH2:42][CH2:43][N:44]([C:47]([O:49][C:50]([CH3:53])([CH3:52])[CH3:51])=[O:48])[CH2:45][CH2:46]1 |f:2.3.4|. Reported procedure: Using similar reaction conditions as described in step-ii of example-82, tert-butyl 4-(2-fluoro-4-(3-(1-(3-fluorobenzyl)-3-methyl-1H-pyrazol-4-yl)-1-tosyl-1H-pyrrolo[2,3-b]pyridin-5-yl)phenyl)-5,6-dihydropyridine-1(2H)-carboxylate (250 mg, 0.34 mmol) was reduced with palladium hydroxide (250 mg) in ethyl acetate/ethanol 10/10 mL to afford 200 mg (80.0% yield) of the titled compound. MS: m/z=738.6 (M+1). Starting materials: CN([C@H](CO)CC1=CC=CC=C1)CC#C ((S)-2-(Methyl-prop-2-ynyl-amino)-3-phenyl-propan-1-ol), BrC1=CC=C(C=C1)S(=O)(=O)Cl (p-bromo-benzene sulfonyl chloride). Product: CN([C@H](COS(=O)(=O)C1=CC=C(C=C1)Br)CC1=CC=CC=C1)CC#C (4-Bromo-benzenesulfonic acid (S)-2-(methyl-prop-2-ynyl-amino)-3-phenyl-propyl ester). Yield: 47.0%. Reaction SMILES: [CH3:1][N:2]([CH2:13][C:14]#[CH:15])[C@@H:3]([CH2:6][C:7]1[CH:12]=[CH:11][CH:10]=[CH:9][CH:8]=1)[CH2:4][OH:5].[Br:16][C:17]1[CH:22]=[CH:21][C:20]([S:23](Cl)(=[O:25])=[O:24])=[CH:19][CH:18]=1>>[CH3:1][N:2]([CH2:13][C:14]#[CH:15])[C@@H:3]([CH2:6][C:7]1[CH:8]=[CH:9][CH:10]=[CH:11][CH:12]=1)[CH2:4][O:5][S:23]([C:20]1[CH:21]=[CH:22][C:17]([Br:16])=[CH:18][CH:19]=1)(=[O:25])=[O:24]. Procedure: Compound 4c is synthesized by general procedure K from 4b p-bromo-benzene sulfonyl chloride in 47% yield (1.58 g, 1.41 mmol). The reactants are CSCC(NC(=O)OC(C)(C)C)c1ccccc1, Cl, C1COCCO1. The product is Cl, CSCC(N)c1ccccc1. As a reaction SMILES: [C:8]([O:9][C:10](=[O:11])[NH:15][CH:16]([c:17]1[cH:18][cH:19][cH:20][cH:21][cH:22]1)[CH2:23][S:24][CH3:25])([CH3:12])([CH3:13])[CH3:14].[ClH:1].[O:2]1[CH2:3][CH2:4][O:5][CH2:6][CH2:7]1>>[ClH:1].[NH2:15][CH:16]([c:17]1[cH:18][cH:19][cH:20][cH:21][cH:22]1)[CH2:23][S:24][CH3:25]. Starting materials: ClC1(CCC2=C(NC1=O)C=CC1=CC=CC=C12)Cl (3,3-dichloro-4-oxo-2,3,4,5-tetrahydro-1H-naphtho[2,1-b]azepine), O.O.O.C(C)(=O)[O-].[Na+] (Sodium acetate trihydrate), [H][H] (hydrogen). Reagents/catalysts: [Pd] (palladium on carbon). Solvent: C(C)(=O)O (acetic acid). Conditions: time 5 minute. The product is ClC1CCC2=C(NC1=O)C=CC1=CC=CC=C12 (3-chloro-4-oxo-2,3,4,5-tetrahydro-1H-naphtho[2,1-b]azepine). Isolated yield 31.4%. RXN SMILES: [Cl:1][C:2]1(Cl)[C:8](=[O:9])[NH:7][C:6]2[CH:10]=[CH:11][C:12]3[C:17]([C:5]=2[CH2:4][CH2:3]1)=[CH:16][CH:15]=[CH:14][CH:13]=3.O.O.O.C([O-])(=O)C.[Na+].[H][H]>C(O)(=O)C.[Pd]>[Cl:1][CH:2]1[C:8](=[O:9])[NH:7][C:6]2[CH:10]=[CH:11][C:12]3[C:17]([C:5]=2[CH2:4][CH2:3]1)=[CH:16][CH:15]=[CH:14][CH:13]=3 |f:1.2.3.4.5|. Reported procedure: A solution of 3,3-dichloro-4-oxo-2,3,4,5-tetrahydro-1H-naphtho[2,1-b]azepine (6.2 g, 22 mmol) in glacial acetic acid (200 ml) was placed under an atmosphere of nitrogen. Sodium acetate trihydrate (3.8 g, 28 mmol) was added. After 5 minutes palladium on carbon (10%, 0.6 g) was added and the reaction mixture was hydrogenated at atmospheric pressure and room temperature using 450 ml of hydrogen gas. The reaction mixture was filtered through Celite and the solvent was evaporated in vacuo. After reev... The reactants are CC(C)(C)OC(=O)N1CCNCC1, CCO, Clc1ccnc(Cl)n1, [Na+], [Na+], O=C([O-])[O-]. Product: CC(C)(C)OC(=O)N1CCN(c2ccnc(Cl)n2)CC1. RXN SMILES: [C:15]([CH3:16])([CH3:17])([CH3:18])[O:19][C:20](=[O:21])[N:22]1[CH2:23][CH2:24][NH:25][CH2:26][CH2:27]1.[CH3:28][CH2:29][OH:30].[Cl:1][c:2]1[n:3][cH:4][cH:5][c:6]([Cl:8])[n:7]1.[Na+:10].[Na+:9].[O-:11][C:12](=[O:13])[O-:14]>>[Cl:1][c:2]1[n:3][cH:4][cH:5][c:6]([N:25]2[CH2:24][CH2:23][N:22]([C:20]([O:19][C:15]([CH3:16])([CH3:17])[CH3:18])=[O:21])[CH2:27][CH2:26]2)[n:7]1. Product: [O-][N+]1=NC(=[N+](C2=C1C=C1CCCC1=C2)[O-])CCCN(C)C (N-[3-(1,4-Dioxido-7,8-dihydro-6H-indeno[5,6-e][1,2,4]triazin-3-yl)propyl]-N,N-dimethylamine). Reactants: OO (H2O2), C(=O)(C(F)(F)F)OC(=O)C(F)(F)F (TFAA), CN(CCCC=1N=[N+](C2=C(N1)C=C1CCCC1=C2)[O-])C (N,N-Dimethyl-3-(1-oxido-7,8-dihydro-6H-indeno[5,6-e][1,2,4]triazin-3-yl)-1-propanamine), C(=O)(C(F)(F)F)O (TFA). RXN SMILES: OO.C(OC(C(F)(F)F)=O)(C(F)(F)F)=[O:4].[CH3:16][N:17]([CH3:35])[CH2:18][CH2:19][CH2:20][C:21]1[N:22]=[N+:23]([O-:34])[C:24]2[CH:33]=[C:32]3[C:28]([CH2:29][CH2:30][CH2:31]3)=[CH:27][C:25]=2[N:26]=1.C(O)(C(F)(F)F)=O>C(Cl)Cl.N>[O-:34][N+:23]1[C:24]2[CH:33]=[C:32]3[C:28](=[CH:27][C:25]=2[N+:26]([O-:4])=[C:21]([CH2:20][CH2:19][CH2:18][N:17]([CH3:16])[CH3:35])[N:22]=1)[CH2:29][CH2:30][CH2:31]3. Solvent: N (NH3), C(Cl)Cl (DCM), C(Cl)Cl (DCM). Run at temperature 0 celsius, time 5 minute. The yield is 41.1%. Reported procedure: H2O2 (70%, 0.65 mL, 13 mmol) was added dropwise to a stirred solution of TFAA (1.8 mL, 13 mmol) in DCM (20 mL) at 0° C. The solution was stirred at 0° C. for 5 min, warmed to 20° C. for 10 min, then cooled to 0° C. and added to a stirred solution of 1-oxide 78 (353 mg, 1.3 mmol) and TFA (0.7 mL, 9.1 mmol) in DCM (20 mL) at 0° C. The solution was stirred at 20° C. for 8 h, diluted with dilute aqueous NH3 solution (12 mL) and extracted with DCM (4×50 mL). The combined organic fraction was dried an... Reactants: C([O-])([O-])=O.[Cs+].[Cs+] (Cesium carbonate), ClCC(C)=O (chloroacetone), ClCC(C)=O (Chloroacetone), C(=O)NC1=C(C=C(C(=O)OC)C=C1)OC (methyl 4-formylamino-3-methoxybenzoate), C([O-])([O-])=O.[Cs+].[Cs+] (cesium carbonate), [I-].[K+] (potassium iodide), Ice water. Solvent: CN(C)C=O (DMF), C(C)(=O)OCC (ethyl acetate). Reaction conditions: time 3 hour. The product is C(=O)N(C1=C(C=C(C(=O)OC)C=C1)OC)CC(C)=O (methyl 4-[formyl-(2-oxopropyl)amino]-3-methoxybenzoate). Reaction SMILES: Cl[CH2:2][C:3](=[O:5])[CH3:4].[CH:6]([NH:8][C:9]1[CH:18]=[CH:17][C:12]([C:13]([O:15][CH3:16])=[O:14])=[CH:11][C:10]=1[O:19][CH3:20])=[O:7].C(=O)([O-])[O-].[Cs+].[Cs+].[I-].[K+]>CN(C=O)C.C(OCC)(=O)C>[CH:6]([N:8]([CH2:2][C:3](=[O:5])[CH3:4])[C:9]1[CH:18]=[CH:17][C:12]([C:13]([O:15][CH3:16])=[O:14])=[CH:11][C:10]=1[O:19][CH3:20])=[O:7] |f:2.3.4,5.6|. Reported procedure: Chloroacetone (84.5 mL) was added dropwise to a mixture of methyl 4-formylamino-3-methoxybenzoate (111 g), cesium carbonate (346 g), and potassium iodide (8.78 g) in DMF (497 mL) at room temperature, and the reaction solution was stirred for three hours. Cesium carbonate (173 g) and chloroacetone (42.0 mL) were added to the reaction solution, which was then stirred at room temperature for two hours. Ice water and ethyl acetate were added to the reaction solution, and the organic layer was separa...